Dataset: the Open Reaction Database (ORD), a public repository of structured organic reaction records. Task: describe an organic reaction: reactants, conditions, products, and yield Procedure: A solution of 1.1 g of 2A, and 5 ml of 2-propenamine in 25 ml of ethanol was refluxed for 16 hours. The solvent and excess amine were stripped off and the residue was passed through a silica gel column using Solvent No. 3 as eluent. The solvent was stripped off to give 2, as light yellow liquid, boiling point not determined. RXN SMILES: [CH3:1][N:2]1[C:7]2[CH:8]=[CH:9][CH:10]=[CH:11][C:6]=2[O:5][CH:4]([C:12]([OH:14])=O)[CH2:3]1.[CH2:15]([NH2:18])[CH:16]=[CH2:17]>C(O)C>[CH3:1][N:2]1[C:7]2[CH:8]=[CH:9][CH:10]=[CH:11][C:6]=2[O:5][CH:4]([C:12]([NH:18][CH2:15][CH:16]=[CH2:17])=[O:14])[CH2:3]1. Yields the product CN1CC(OC2=C1C=CC=C2)C(=O)NCC=C (3,4-dihydro-4-methyl-N-(2-propenyl)-2H-1,4-benzoxazine-2-carboxamide). Solvent: C(C)O (ethanol). Reactants: CN1CC(OC2=C1C=CC=C2)C(=O)O (3,4-dihydro-4-methyl-2H-1,4-benzoxazine-2-carboxylic acid), C(C=C)N (2-propenamine), amine.